From a dataset of the Open Reaction Database (ORD), a public repository of structured organic reaction records. describe an organic reaction: reactants, conditions, products, and yield Reactants: BrC1=NN=C2CC3=C(C=CN21)C=CC=C3 (3-bromo-11H-s-triazolo[3,4-b][3]benzazepine), [O-]CC.[Na+] (sodium ethoxide). Yields the product C(C)OC1=NN=C2CC3=C(C=CN21)C=CC=C3 (3-ethoxy-11H-s-triazolo[3,4-b][3]benzazepine). RXN SMILES: Br[C:2]1[N:11]2[C:5]([CH2:6][C:7]3[CH:15]=[CH:14][CH:13]=[CH:12][C:8]=3[CH:9]=[CH:10]2)=[N:4][N:3]=1.[O-:16][CH2:17][CH3:18].[Na+]>>[CH2:17]([O:16][C:2]1[N:11]2[C:5]([CH2:6][C:7]3[CH:15]=[CH:14][CH:13]=[CH:12][C:8]=3[CH:9]=[CH:10]2)=[N:4][N:3]=1)[CH3:18] |f:1.2|. Procedure: The reaction of 3-bromo-11H-s-triazolo[3,4-b][3]benzazepine with sodium ethoxide yielded 3-ethoxy-11H-s-triazolo[3,4-b][3]benzazepine. Colorless needles (as recrystallized from acetone), melting point: 143°-144° C. Infrared absorption spectrum of this compound was identical with that of the products obtained in Examples 35 and 36. Starting materials: C[N+]1([O-])CCOCC1, CC(C)=O, C=CCNc1nc(C)cc(C)n1, O. The product is Cc1cc(C)nc(NCC(O)CO)n1. As a reaction SMILES: [CH3:1][N+:2]1([O-:3])[CH2:4][CH2:6][O:5][CH2:7][CH2:8]1.[CH3:22][C:23](=[O:24])[CH3:25].[CH3:9][c:10]1[n:11][c:12]([NH:17][CH2:18][CH:19]=[CH2:20])[n:13][c:14]([CH3:16])[cH:15]1.[OH2:21]>>[OH:5][CH:19]([CH2:18][NH:17][c:12]1[n:11][c:10]([CH3:9])[cH:15][c:14]([CH3:16])[n:13]1)[CH2:20][OH:21].